The task is: describe an organic reaction: reactants, conditions, products, and yield. This data is from the Open Reaction Database (ORD), a public repository of structured organic reaction records. Starting materials: C(C1=CC=CC=C1)N1C(CC(=NC2=C1C=CC=C2)C)=O (1-benzyl-4-methyl-1,3-dihydro-1,5-benzodiazepin-2(2H)-one), [H-].[Na+] (sodium hydride), C(C1=CC=CC=C1)=O (benzaldehyde). Solvent: O (water), CN(C=O)C (N,N-dimethylformamide). Run at time 15 minute. Product: C(C1=CC=CC=C1)N1C(CC(=NC2=C1C=CC=C2)\C=C\C2=CC=CC=C2)=O (1-Benzyl-4-((E)-styryl)-1,3-dihydro-1,5-benzodiazepin-2(2H)-one). Isolated yield 47.3%. As a reaction SMILES: [CH2:1]([N:8]1[C:14]2[CH:15]=[CH:16][CH:17]=[CH:18][C:13]=2[N:12]=[C:11]([CH3:19])[CH2:10][C:9]1=[O:20])[C:2]1[CH:7]=[CH:6][CH:5]=[CH:4][CH:3]=1.[H-].[Na+].[CH:23](=O)[C:24]1[CH:29]=[CH:28][CH:27]=[CH:26][CH:25]=1>CN(C)C=O.O>[CH2:1]([N:8]1[C:14]2[CH:15]=[CH:16][CH:17]=[CH:18][C:13]=2[N:12]=[C:11](/[CH:19]=[CH:23]/[C:24]2[CH:29]=[CH:28][CH:27]=[CH:26][CH:25]=2)[CH2:10][C:9]1=[O:20])[C:2]1[CH:3]=[CH:4][CH:5]=[CH:6][CH:7]=1 |f:1.2|. Procedure: To a solution of 1-benzyl-4-methyl-1,3-dihydro-1,5-benzodiazepin-2(2H)-one (3.0 g, 11.4 mmol) in N,N-dimethylformamide (20 mL) was added sodium hydride (content 60%, 0.51 g, 12.8 mmol), and the mixture was stirred for 15 minutes at room temperature. To the reaction mixture was added benzaldehyde (1.45 g, 13.7 mmol), which was stirred for further 30 minutes at the same temperature. The reaction mixture was diluted with water, which was subjected to extraction with ethyl acetate. The extract solut... Starting materials: COC(=O)C(Br)c1ccc(Oc2ccc(Cl)cc2)cc1, C[O-], CO, [I-], [K+], [Na+], O, Oc1ccc2c(c1)CCCC2, c1ccccc1. Product: COC(=O)C(Oc1ccc2c(c1)CCCC2)c1ccc(Oc2ccc(Cl)cc2)cc1. Reaction SMILES: [Br:17][CH:18]([C:19](=[O:20])[O:21][CH3:22])[c:23]1[cH:24][cH:25][c:26]([O:29][c:30]2[cH:31][cH:32][c:33]([Cl:36])[cH:34][cH:35]2)[cH:27][cH:28]1.[CH3:12][O-:13].[CH3:37][OH:38].[I-:16].[K+:15].[Na+:14].[OH2:45].[cH:1]1[c:2]([OH:11])[cH:3][cH:4][c:5]2[c:10]1[CH2:9][CH2:8][CH2:7][CH2:6]2.[cH:39]1[cH:40][cH:41][cH:42][cH:43][cH:44]1>>[cH:1]1[c:2]([O:11][CH:18]([C:19](=[O:20])[O:21][CH3:22])[c:23]2[cH:24][cH:25][c:26]([O:29][c:30]3[cH:31][cH:32][c:33]([Cl:36])[cH:34][cH:35]3)[cH:27][cH:28]2)[cH:3][cH:4][c:5]2[c:10]1[CH2:9][CH2:8][CH2:7][CH2:6]2. The reactants are O=C(O)c1cc2nccc(Cl)c2s1, Cl, C1CNC1. Yields the product O=C(c1cc2nccc(Cl)c2s1)N1CCC1. RXN SMILES: [Cl:1][c:2]1[c:3]2[c:4]([n:5][cH:6][cH:7]1)[cH:8][c:9]([C:11](=[O:12])[OH:13])[s:10]2.[ClH:14].[NH:15]1[CH2:16][CH2:17][CH2:18]1>>[Cl:1][c:2]1[c:3]2[c:4]([n:5][cH:6][cH:7]1)[cH:8][c:9]([C:11](=[O:13])[N:15]1[CH2:16][CH2:17][CH2:18]1)[s:10]2. Starting materials: CC(C)(C)[Si](C)(C)OCc1ccc(OC2CCOC2=O)cc1, CC#N, F. The product is O=C1OCCC1Oc1ccc(CO)cc1. As a reaction SMILES: [C:2]([Si:3]([CH3:4])([CH3:5])[O:7][CH2:8][c:9]1[cH:10][cH:11][c:12]([O:13][CH:14]2[C:15](=[O:19])[O:16][CH2:17][CH2:18]2)[cH:20][cH:21]1)([CH3:6])([CH3:22])[CH3:23].[CH3:24][C:25]#[N:26].[FH:1]>>[OH:7][CH2:8][c:9]1[cH:10][cH:11][c:12]([O:13][CH:14]2[C:15](=[O:19])[O:16][CH2:17][CH2:18]2)[cH:20][cH:21]1.